From a dataset of the Open Reaction Database (ORD), a public repository of structured organic reaction records. describe an organic reaction: reactants, conditions, products, and yield The reactants are COC1=CC=C(CN(C2=NC=C(C=N2)C=2C3=C(N=C(N2)N2CCOCC2)NCC3)CC3=CC=C(C=C3)OC)C=C1 (bis-(4-methoxy-benzyl)-[5-(2-morpholin-4-yl-6,7-dihydro-5H-pyrrolo[2,3-d]pyrimidin-4-yl)-pyrimidin-2-yl]-amine), [H-].[Na+] (sodium hydride), [Cl-].[NH4+] (ammonium chloride), S(=O)(=O)(C)Cl (mesyl chloride). The solvent is O1CCCC1 (tetrahydrofuran). Run at time 30 minute. The product is CS(=O)(=O)N1CCC2=C1N=C(N=C2C=2C=NC(=NC2)N(CC2=CC=C(C=C2)OC)CC2=CC=C(C=C2)OC)N2CCOCC2 ([5-(7-methanesulfonyl-2-morpholin-4-yl-6,7-dihydro-5H-pyrrolo[2,3-d]pyrimidin-4-yl)-pyrimidin-2-yl]-bis-(4-methoxy-benzyl)-amine). The yield is 70.2%. RXN SMILES: [CH3:1][O:2][C:3]1[CH:40]=[CH:39][C:6]([CH2:7][N:8]([CH2:30][C:31]2[CH:36]=[CH:35][C:34]([O:37][CH3:38])=[CH:33][CH:32]=2)[C:9]2[N:14]=[CH:13][C:12]([C:15]3[C:16]4[CH2:29][CH2:28][NH:27][C:17]=4[N:18]=[C:19]([N:21]4[CH2:26][CH2:25][O:24][CH2:23][CH2:22]4)[N:20]=3)=[CH:11][N:10]=2)=[CH:5][CH:4]=1.[H-].[Na+].[S:43](Cl)([CH3:46])(=[O:45])=[O:44].[Cl-].[NH4+]>O1CCCC1>[CH3:46][S:43]([N:27]1[C:17]2[N:18]=[C:19]([N:21]3[CH2:26][CH2:25][O:24][CH2:23][CH2:22]3)[N:20]=[C:15]([C:12]3[CH:11]=[N:10][C:9]([N:8]([CH2:7][C:6]4[CH:5]=[CH:4][C:3]([O:2][CH3:1])=[CH:40][CH:39]=4)[CH2:30][C:31]4[CH:32]=[CH:33][C:34]([O:37][CH3:38])=[CH:35][CH:36]=4)=[N:14][CH:13]=3)[C:16]=2[CH2:29][CH2:28]1)(=[O:45])=[O:44] |f:1.2,4.5|. Reported procedure: To tetrahydrofuran solution (2 ml) of bis-(4-methoxy-benzyl)-[5-(2-morpholin-4-yl-6,7-dihydro-5H-pyrrolo[2,3-d]pyrimidin-4-yl)-pyrimidin-2-yl]-amine (100 mg, 0.185 mmol), 60% sodium hydride (222 mg, 5.56 mmol) was added, followed by stirring at room temperature for 30 minutes. To this, mesyl chloride (430 μl, 5.56 mmol) was added, followed by refluxing for 6 hours. This was cooled to room temperature, followed by addition of saturated aqueous ammonium chloride solution, and passed through Whatma... Reactants: ClC=1N=C(C2=C(N1)SC=N2)NC2=CC(=C(C=C2)OC)OC (5-chloro-N-(3,4-dimethoxyphenyl)thiazolo[5,4-d]pyrimidin-7-amine), CC1(OB(OC1(C)C)C=1C=C(CNC2=CC=C(C(=O)OC(C)(C)C)C=C2)C=CC1)C (tert-butyl 4-(3-(4,4,5,5-tetramethyl-1,3,2-dioxaborolan-2-yl)benzylamino)benzoate), C(=O)([O-])[O-].[Na+].[Na+] (Na2CO3). The reagents and catalysts are C=1C=CC(=CC1)[P](C=2C=CC=CC2)(C=3C=CC=CC3)[Pd]([P](C=4C=CC=CC4)(C=5C=CC=CC5)C=6C=CC=CC6)([P](C=7C=CC=CC7)(C=8C=CC=CC8)C=9C=CC=CC9)[P](C=1C=CC=CC1)(C=1C=CC=CC1)C=1C=CC=CC1 (Pd(PPh3)4). Run in O (water), O1CCOCC1 (1,4-dioxane). Product: COC=1C=C(C=CC1OC)NC=1C2=C(N=C(N1)C=1C=C(CNC3=CC=C(C(=O)OC(C)(C)C)C=C3)C=CC1)SC=N2 (tert-butyl 4-(3-(7-(3,4-dimethoxyphenylamino)thiazolo[5,4-d]pyrimidin-5-yl)benzylamino)benzoate). The yield is 40.8%. RXN SMILES: Cl[C:2]1[N:3]=[C:4]([NH:11][C:12]2[CH:17]=[CH:16][C:15]([O:18][CH3:19])=[C:14]([O:20][CH3:21])[CH:13]=2)[C:5]2[N:10]=[CH:9][S:8][C:6]=2[N:7]=1.CC1(C)C(C)(C)OB([C:30]2[CH:31]=[C:32]([CH:48]=[CH:49][CH:50]=2)[CH2:33][NH:34][C:35]2[CH:47]=[CH:46][C:38]([C:39]([O:41][C:42]([CH3:45])([CH3:44])[CH3:43])=[O:40])=[CH:37][CH:36]=2)O1.C([O-])([O-])=O.[Na+].[Na+]>O.O1CCOCC1.C1C=CC([P]([Pd]([P](C2C=CC=CC=2)(C2C=CC=CC=2)C2C=CC=CC=2)([P](C2C=CC=CC=2)(C2C=CC=CC=2)C2C=CC=CC=2)[P](C2C=CC=CC=2)(C2C=CC=CC=2)C2C=CC=CC=2)(C2C=CC=CC=2)C2C=CC=CC=2)=CC=1>[CH3:21][O:20][C:14]1[CH:13]=[C:12]([NH:11][C:4]2[C:5]3[N:10]=[CH:9][S:8][C:6]=3[N:7]=[C:2]([C:30]3[CH:31]=[C:32]([CH:48]=[CH:49][CH:50]=3)[CH2:33][NH:34][C:35]3[CH:47]=[CH:46][C:38]([C:39]([O:41][C:42]([CH3:45])([CH3:43])[CH3:44])=[O:40])=[CH:37][CH:36]=3)[N:3]=2)[CH:17]=[CH:16][C:15]=1[O:18][CH3:19] |f:2.3.4,^1:68,70,89,108|. Reported procedure: Under N2 atmosphere, 5-chloro-N-(3,4-dimethoxyphenyl)thiazolo[5,4-d]pyrimidin-7-amine (100 mg, 0.31 mmol), tert-butyl 4-(3-(4,4,5,5-tetramethyl-1,3,2-dioxaborolan-2-yl)benzylamino)benzoate (150 mg, crude), Pd(PPh3)4 (30 mg, 0.026 mmol) and Na2CO3 (150 mg, 1.41 mmol) in 5 mL of water was added in 30 mL of 1,4-dioxane. The mixture was stirred at reflux for 18 hours. The solvent was removed under reduce pressure and the residue was purified by silica gel chromatography, eluting with petroleum ether... Yield: 88.2%. The solvent is O1CCOCC1 (dioxane), C(C)(=O)OCC (ethyl acetate). Procedure details: A mixture of 2 g (11.59 mmol) of 2-chloro-4-methyl-5-nitropyridine, 1.41 g (11.59 mmol) of phenylboronic acid, 1.33 g (1.16 mmol) of tetrakis(triphenylphosphine)palladium and 4 g (28.97 mmol) of potassium carbonate suspended in 50 ml of degassed dioxane is refluxed for 12 hours. The mixture is then cooled, diluted with 50 ml of ethyl acetate, successively washed twice with 20 ml of water and then with 20 ml of saturated sodium chloride solution, dried over sodium sulfate, filtered and then conce... Product: CC1=CC(=NC=C1[N+](=O)[O-])C1=CC=CC=C1 (4-methyl-5-nitro-2-phenylpyridine). The reagents and catalysts are C=1C=CC(=CC1)[P](C=2C=CC=CC2)(C=3C=CC=CC3)[Pd]([P](C=4C=CC=CC4)(C=5C=CC=CC5)C=6C=CC=CC6)([P](C=7C=CC=CC7)(C=8C=CC=CC8)C=9C=CC=CC9)[P](C=1C=CC=CC1)(C=1C=CC=CC1)C=1C=CC=CC1 (tetrakis(triphenylphosphine)palladium). Starting materials: ClC1=NC=C(C(=C1)C)[N+](=O)[O-] (2-chloro-4-methyl-5-nitropyridine), C1(=CC=CC=C1)B(O)O (phenylboronic acid), C([O-])([O-])=O.[K+].[K+] (potassium carbonate). As a reaction SMILES: Cl[C:2]1[CH:7]=[C:6]([CH3:8])[C:5]([N+:9]([O-:11])=[O:10])=[CH:4][N:3]=1.[C:12]1(B(O)O)[CH:17]=[CH:16][CH:15]=[CH:14][CH:13]=1.C(=O)([O-])[O-].[K+].[K+]>O1CCOCC1.C(OCC)(=O)C.C1C=CC([P]([Pd]([P](C2C=CC=CC=2)(C2C=CC=CC=2)C2C=CC=CC=2)([P](C2C=CC=CC=2)(C2C=CC=CC=2)C2C=CC=CC=2)[P](C2C=CC=CC=2)(C2C=CC=CC=2)C2C=CC=CC=2)(C2C=CC=CC=2)C2C=CC=CC=2)=CC=1>[CH3:8][C:6]1[C:5]([N+:9]([O-:11])=[O:10])=[CH:4][N:3]=[C:2]([C:12]2[CH:17]=[CH:16][CH:15]=[CH:14][CH:13]=2)[CH:7]=1 |f:2.3.4,^1:42,44,63,82|. Reaction conditions: temperature 80 celsius, time 18 hour. Run in CN(C)C=O (DMF), O (water). Reported procedure: 4-Fluoro-3-methylbenzonitrile (0.077 g) and cesium carbonate (0.203 g) were added to a solution of compound (6c) (0.150 g) in DMF (1.73 mL), followed by stirring at 80° C. for 18 hr. The reaction solution was distributed between ethyl acetate and water. The organic layer was washed with saturated saline and then dried over anhydrous sodium sulfate. The solvent was distilled away, and the residue was purified by neutral silica gel column chromatography (hexane/ethyl acetate) to obtain 4-{3-isopro... The product is C(C)(C)C1=NN(C2=NC=CC(=C21)C=2C=NC1=CC=CC=C1C2)C2=C(C=C(C#N)C=C2)C (4-{3-isopropyl-4-(quinolin-3-yl)-1H-pyrazolo[3,4-b]pyridin-1-yl}-3-methylbenzonitrile). Yield: 73.4%. Reactants: C(C)(=O)OCC (ethyl acetate), FC1=C(C=C(C#N)C=C1)C (4-Fluoro-3-methylbenzonitrile), C([O-])([O-])=O.[Cs+].[Cs+] (cesium carbonate), C(C)(C)C1=NNC2=NC=CC(=C21)C=2C=NC1=CC=CC=C1C2 (3-{3-Isopropyl-1H-pyrazolo[3,4-b]pyridin-4-yl}quinoline). RXN SMILES: F[C:2]1[CH:9]=[CH:8][C:5]([C:6]#[N:7])=[CH:4][C:3]=1[CH3:10].C(=O)([O-])[O-].[Cs+].[Cs+].[CH:17]([C:20]1[C:28]2[C:23](=[N:24][CH:25]=[CH:26][C:27]=2[C:29]2[CH:30]=[N:31][C:32]3[C:37]([CH:38]=2)=[CH:36][CH:35]=[CH:34][CH:33]=3)[NH:22][N:21]=1)([CH3:19])[CH3:18].C(OCC)(=O)C>CN(C=O)C.O>[CH:17]([C:20]1[C:28]2[C:23](=[N:24][CH:25]=[CH:26][C:27]=2[C:29]2[CH:30]=[N:31][C:32]3[C:37]([CH:38]=2)=[CH:36][CH:35]=[CH:34][CH:33]=3)[N:22]([C:2]2[CH:9]=[CH:8][C:5]([C:6]#[N:7])=[CH:4][C:3]=2[CH3:10])[N:21]=1)([CH3:19])[CH3:18] |f:1.2.3|. Starting materials: C(C1=CC=CC=C1)OC(=O)N1CCN(CC1)C(=O)[C@@H]1N(CCN(C1)C(C)C)C(=O)OC(C)(C)C (tert-butyl (2R)-2-({4-[(benzyloxy)carbonyl]piperazin-1-yl}carbonyl)-4-isopropylpiperazine-1-carboxylate). The reagents and catalysts are [Pd] (Pd/C). Solvent: C(C)(=O)OCC (ethyl acetate). Conditions: time 16 hour. The product is C(C)(C)N1C[C@@H](N(CC1)C(=O)OC(C)(C)C)C(=O)N1CCNCC1 (tert-Butyl (2R)-4-isopropyl-2-(piperazin-1-ylcarbonyl)piperazine-1-carboxylate). Yield: 97.6%. Reaction SMILES: C(OC([N:11]1[CH2:16][CH2:15][N:14]([C:17]([C@H:19]2[CH2:24][N:23]([CH:25]([CH3:27])[CH3:26])[CH2:22][CH2:21][N:20]2[C:28]([O:30][C:31]([CH3:34])([CH3:33])[CH3:32])=[O:29])=[O:18])[CH2:13][CH2:12]1)=O)C1C=CC=CC=1>C(OCC)(=O)C.[Pd]>[CH:25]([N:23]1[CH2:22][CH2:21][N:20]([C:28]([O:30][C:31]([CH3:34])([CH3:32])[CH3:33])=[O:29])[C@@H:19]([C:17]([N:14]2[CH2:13][CH2:12][NH:11][CH2:16][CH2:15]2)=[O:18])[CH2:24]1)([CH3:27])[CH3:26]. Reported procedure: To tert-butyl (2R)-2-({4-[(benzyloxy)carbonyl]piperazin-1-yl}carbonyl)-4-isopropylpiperazine-1-carboxylate (660 mg) in ethyl acetate (20 mL, degassed) was added Pd/C (10%) (200 mg) and the mixture was degassed again. The reaction was placed under an H2 atmosphere and stirred vigorously for 16 h. The reaction was filtered and 500 mg of 10% Pd/C added and place under hydrogen atmosphere and stirred for an additional 5 h. The reaction was filtered through a PTFE filter and evaporated to give the ti... The product is C(C=C)(=O)O.C(C=C)(=O)O.C(C=C)(=O)O.C(O)C(CC)(CO)CO (trimethylolpropane triacrylate). Reactants: CC=1C(=CC(=CC1)N=C=O)N=C=O (tolylenediisocyanate), C(O)C(CC)(CO)CO (trimethylolpropane). RXN SMILES: CC1C(N=C=O)=CC(N=C=[O:10])=CC=1.[CH2:14]([C:16]([CH2:21][OH:22])([CH2:19][OH:20])[CH2:17][CH3:18])[OH:15]>>[C:21]([OH:22])(=[O:10])[CH:16]=[CH2:19].[C:21]([OH:22])(=[O:10])[CH:16]=[CH2:19].[C:21]([OH:22])(=[O:10])[CH:16]=[CH2:19].[CH2:14]([C:16]([CH2:21][OH:22])([CH2:19][OH:20])[CH2:17][CH3:18])[OH:15] |f:2.3.4.5|. Procedure details: First, 4.24 g of an adduct (trade name: Colonate L, a substance containing 25% by mass of ethyl acetate, produced by Nippon Polyurethane Industry Co., Ltd.) in which tolylenediisocyanate and trimethylolpropane are added in a ratio of 3:1 (molar ratio) as a material for forming micro-capsule walls, 1.12 g of trimethylolpropane triacrylate (produced by Kyoeisha Chemical Co., Ltd.), and 0.93 g of a near-infrared absorbing dye (“KayasorbIR-820B” produced by Nippon Kayaku Co., Ltd.) were dissolved un... Starting materials: [Br-], CCCC[N+](CCCC)(CCCC)CCCC, CCOP(=O)(COCCCl)OCC, [N-]=[N+]=[N-], [Na+], Cc1ccccc1. Yields the product CCOP(=O)(COCCN=[N+]=[N-])OCC. RXN SMILES: [Br-:18].[CH2:19]([N+:20]([CH2:21][CH2:22][CH2:23][CH3:24])([CH2:25][CH2:26][CH2:27][CH3:28])[CH2:29][CH2:30][CH2:31][CH3:32])[CH2:33][CH2:34][CH3:35].[CH2:1]([CH3:2])[O:3][P:4]([O:5][CH2:6][CH3:7])(=[O:8])[CH2:9][O:10][CH2:11][CH2:12][Cl:13].[N-:14]=[N+:15]=[N-:16].[Na+:17].[c:36]1([CH3:37])[cH:38][cH:39][cH:40][cH:41][cH:42]1>>[CH2:1]([CH3:2])[O:3][P:4]([O:5][CH2:6][CH3:7])(=[O:8])[CH2:9][O:10][CH2:11][CH2:12][N:14]=[N+:15]=[N-:16]. Reported procedure: 1,1-dimethylethyl((1R)-1-{[(6-{[3-(1-methylethyl)phenyl]oxy}-3-pyridinyl)amino]carbonyl}propyl)carbamate (Intermediate 69, 1.28 g) was dissolved in 18 mL of dry dichloromethane. To this solution at 0° C. under argon was added dropwise 30 equivalents of TFA (7.15 mL, 93 mmol). The reaction was stirred during 3 hours at 0° C. The reaction mixture was evaporated. The residue obtained was purified by SCX on a 50 g cartridge. The cartridge was washed with 3 CV of methanol, then the compound was adsor... Reactants: CC(C)(C)N(C([O-])=O)[C@H](CC)C(=O)NC=1C=NC(=CC1)OC1=CC(=CC=C1)C(C)C (1,1-dimethylethyl((1R)-1-{[(6-{[3-(1-methylethyl)phenyl]oxy}-3-pyridinyl)amino]carbonyl}propyl)carbamate), CC(C)(C)N(C([O-])=O)[C@H](CC)C(=O)NC=1C=NC(=CC1)OC1=CC(=CC=C1)C(C)C (1,1-dimethylethyl((1R)-1-{[(6-{[3-(1-methylethyl)phenyl]oxy}-3-pyridinyl)amino]carbonyl}propyl)carbamate), C(=O)(C(F)(F)F)O (TFA). Product: N[C@@H](C(=O)NC=1C=NC(=CC1)OC1=CC(=CC=C1)C(C)C)CC ((2R)-2-amino-N-(6-{[3-(1-methylethyl)phenyl]oxy}-3-pyridinyl)butanamide). Solvent: ClCCl (dichloromethane). Reaction SMILES: CC([N:5]([C@@H:9]([C:12]([NH:14][C:15]1[CH:16]=[N:17][C:18]([O:21][C:22]2[CH:27]=[CH:26][CH:25]=[C:24]([CH:28]([CH3:30])[CH3:29])[CH:23]=2)=[CH:19][CH:20]=1)=[O:13])[CH2:10][CH3:11])C(=O)[O-])(C)C.C(O)(C(F)(F)F)=O>ClCCl>[NH2:5][C@H:9]([CH2:10][CH3:11])[C:12]([NH:14][C:15]1[CH:16]=[N:17][C:18]([O:21][C:22]2[CH:27]=[CH:26][CH:25]=[C:24]([CH:28]([CH3:29])[CH3:30])[CH:23]=2)=[CH:19][CH:20]=1)=[O:13]. Reaction conditions: temperature 0 celsius, time 3 hour. The solvent is CN(C=O)C (dimethylformamide). Yields the product ClC1=C(C#N)C=CC(=C1)OCC1=C(N=C(O1)CCC1=CC=C(C=C1)C(F)(F)F)C (2-chloro-4-{4-methyl-2-[2-(4-trifluoromethyl-phenyl)-ethyl]-oxazol-5-ylmethoxy}-benzonitrile). Reported procedure: To a solution of 2.63 g 2-chloro-4-hydroxy-benzonitrile in 25 ml dimethylformamide were added 4.0 g 5-chloromethyl-4-methyl-2-[2-(4-trifluoromethyl-phenyl)-ethyl]-oxazole and 8.58 g cesium carbonate. The mixture was stirred at room temperature overnight. Then 150 ml of ethyl acetate were added, the mixture washed with 40 ml water and brine and then dried over MgSO4. The solvent was removed in vacuo. The resulting crude material was purified by RP-HPLC to obtain 3.0 g 2-chloro-4-{4-methyl-2-[2-(4... Reaction conditions: time 8 hour. Reaction SMILES: [Cl:1][C:2]1[CH:9]=[C:8]([OH:10])[CH:7]=[CH:6][C:3]=1[C:4]#[N:5].Cl[CH2:12][C:13]1[O:17][C:16]([CH2:18][CH2:19][C:20]2[CH:25]=[CH:24][C:23]([C:26]([F:29])([F:28])[F:27])=[CH:22][CH:21]=2)=[N:15][C:14]=1[CH3:30].C(=O)([O-])[O-].[Cs+].[Cs+].C(OCC)(=O)C>CN(C)C=O>[Cl:1][C:2]1[CH:9]=[C:8]([O:10][CH2:12][C:13]2[O:17][C:16]([CH2:18][CH2:19][C:20]3[CH:25]=[CH:24][C:23]([C:26]([F:29])([F:27])[F:28])=[CH:22][CH:21]=3)=[N:15][C:14]=2[CH3:30])[CH:7]=[CH:6][C:3]=1[C:4]#[N:5] |f:2.3.4|. Reactants: ClC1=C(C#N)C=CC(=C1)O (2-chloro-4-hydroxy-benzonitrile), ClCC1=C(N=C(O1)CCC1=CC=C(C=C1)C(F)(F)F)C (5-chloromethyl-4-methyl-2-[2-(4-trifluoromethyl-phenyl)-ethyl]-oxazole), C([O-])([O-])=O.[Cs+].[Cs+] (cesium carbonate), C(C)(=O)OCC (ethyl acetate). The yield is 54.1%. Reactants: [OH-].[Na+] (sodium hydroxide), COC(COC=1C2=C(N=CN1)N(C(=C2C(C(=O)N)=O)CC)CC2=C(C=CC=C2)C2=CC=CC=C2)=O ([[5-(aminooxoacetyl)-6-ethyl-7-([1,1′-biphenyl] -2-ylmethyl)-7H-pyrrolo[2,3-d]pyrimidin-4-yl]oxy]acetic acid methyl ester), Cl (HCl). Run in CO (methanol). Yields the product NC(C(=O)C1=C(N(C=2N=CN=C(C21)OCC(=O)O)CC2=C(C=CC=C2)C2=CC=CC=C2)CC)=O ([[5-(aminooxoacetyl)-6-ethyl-7-([1,1′-biphenyl]-2-ylmethyl)-7H-pyrrolo[2,3-d]pyrimidin-4-yl]oxy]acetic acid). Yield: 63.3%. As a reaction SMILES: C[O:2][C:3](=[O:35])[CH2:4][O:5][C:6]1[C:7]2[C:14]([C:15](=[O:19])[C:16]([NH2:18])=[O:17])=[C:13]([CH2:20][CH3:21])[N:12]([CH2:22][C:23]3[CH:28]=[CH:27][CH:26]=[CH:25][C:24]=3[C:29]3[CH:34]=[CH:33][CH:32]=[CH:31][CH:30]=3)[C:8]=2[N:9]=[CH:10][N:11]=1.[OH-].[Na+].Cl>CO>[NH2:18][C:16](=[O:17])[C:15]([C:14]1[C:7]2[C:6]([O:5][CH2:4][C:3]([OH:35])=[O:2])=[N:11][CH:10]=[N:9][C:8]=2[N:12]([CH2:22][C:23]2[CH:28]=[CH:27][CH:26]=[CH:25][C:24]=2[C:29]2[CH:34]=[CH:33][CH:32]=[CH:31][CH:30]=2)[C:13]=1[CH2:20][CH3:21])=[O:19] |f:1.2|. Procedure details: A mixture of 150 mg (0.317 mmol) of [[5-(aminooxoacetyl)-6-ethyl-7-([1,1′-biphenyl] -2-ylmethyl)-7H-pyrrolo[2,3-d]pyrimidin-4-yl]oxy]acetic acid methyl ester and 10 mL of methanol were treated with 0.95 mL of 2 M sodium hydroxide and heated to reflux for 4 hours. The reaction was cooled to ambient temperature then adjusted to pH 2 by the addition of 1 M HCl. The mixture was concentrated to a minimum volume and the residual liquid decanted from the solids. The solids were dried in vacuo to provid...